This data is from the Open Reaction Database (ORD), a public repository of structured organic reaction records. The task is: describe an organic reaction: reactants, conditions, products, and yield The reactants are [H][H] (hydrogen), O.S(=O)(=O)(O)O.NC1=NC=2CCC3=C(C2C(N1)=O)C=CC(=C3)[N+](=O)[O-] (3-amino-5,6-dihydro-8-nitrobenzo[f]quinazolin-1(2H)-one sulfate monohydrate), [H][H] (hydrogen). Reagents/catalysts: [Pd] (palladium on carbon). Run in Cl (HCl), O (water). Product: NC1=NC=2CCC3=C(C2C(N1)=O)C=CC(=C3)N (3,8-Diamino-5,6-dihydrobenzo[f]quinazolin-1(2H)-one). Reaction SMILES: O.S(O)(O)(=O)=O.[NH2:7][C:8]1[NH:17][C:16](=[O:18])[C:15]2[C:14]3[CH:19]=[CH:20][C:21]([N+:23]([O-])=O)=[CH:22][C:13]=3[CH2:12][CH2:11][C:10]=2[N:9]=1.[H][H]>[Pd].Cl.O>[NH2:7][C:8]1[NH:17][C:16](=[O:18])[C:15]2[C:14]3[CH:19]=[CH:20][C:21]([NH2:23])=[CH:22][C:13]=3[CH2:12][CH2:11][C:10]=2[N:9]=1 |f:0.1.2|. Procedure: A suspension of 3-amino-5,6-dihydro-8-nitrobenzo[f]quinazolin-1(2H)-one sulfate monohydrate (2.0 g, 5.3 mmoles) and 5% palladium on carbon (10 mg) in 1 N HCl (20 ml) was reacted with hydrogen using a Parr hydrogenation apparatus. When uptake of hydrogen ceased, the mixture was filtered and the filtrate was evaporated, leaving a white residue which was resuspended in water (20 ml) with stirring, and filtered. The crude product was recrystallized from 2 M H2SO4 to give, after drying, 3,8-diamino-5...